The task is: describe an organic reaction: reactants, conditions, products, and yield. This data is from the Open Reaction Database (ORD), a public repository of structured organic reaction records. Reactants: COC1=CC=C(COC2=C(C=C(C=C2OC)C2=NC=C(C=C2)N(CCCN(C)C=2C=CC(=NC2)C2=CC(=C(C(=C2)OC)OCC2=CC=C(C=C2)OC)OC)C)OC)C=C1 (N,N′-bis[2-[4-(4-methoxybenzyloxy)-3,5-dimethoxyphenyl]-5-pyridyl]-N,N′-dimethyl-1,3-propanediamine), FC(C(=O)O)(F)F (trifluoroacetic acid). Run in C(Cl)Cl (methylene chloride). Reaction conditions: time 30 minute. The product is OC1=C(C=C(C=C1OC)C1=NC=C(C=C1)N(CCCN(C)C=1C=CC(=NC1)C1=CC(=C(C(=C1)OC)O)OC)C)OC (N,N′-bis[2-(4-hydroxy-3,5-dimethoxyphenyl)-5-pyridyl]-N,N′-dimethyl-1,3-propanediamine). Yield: 86.2%. Reaction SMILES: COC1C=CC(C[O:8][C:9]2[C:14]([O:15][CH3:16])=[CH:13][C:12]([C:17]3[CH:22]=[CH:21][C:20]([N:23]([CH3:55])[CH2:24][CH2:25][CH2:26][N:27]([C:29]4[CH:30]=[CH:31][C:32]([C:35]5[CH:40]=[C:39]([O:41][CH3:42])[C:38]([O:43]CC6C=CC(OC)=CC=6)=[C:37]([O:53][CH3:54])[CH:36]=5)=[N:33][CH:34]=4)[CH3:28])=[CH:19][N:18]=3)=[CH:11][C:10]=2[O:56][CH3:57])=CC=1.FC(F)(F)C(O)=O>C(Cl)Cl>[OH:8][C:9]1[C:14]([O:15][CH3:16])=[CH:13][C:12]([C:17]2[CH:22]=[CH:21][C:20]([N:23]([CH3:55])[CH2:24][CH2:25][CH2:26][N:27]([C:29]3[CH:30]=[CH:31][C:32]([C:35]4[CH:40]=[C:39]([O:41][CH3:42])[C:38]([OH:43])=[C:37]([O:53][CH3:54])[CH:36]=4)=[N:33][CH:34]=3)[CH3:28])=[CH:19][N:18]=2)=[CH:11][C:10]=1[O:56][CH3:57]. Procedure details: To a solution of N,N′-bis[2-[4-(4-methoxybenzyloxy)-3,5-dimethoxyphenyl]-5-pyridyl]-N,N′-dimethyl-1,3-propanediamine (72.0 mg, 0.089 mmol) in methylene chloride (1.0 mL) was added trifluoroacetic acid (1.0 mL). The reaction mixture was stirred at room temperature for 30 minutes, and concentrated under reduced pressure. A solution of the residue in chloroform was washed with saturated aqueous sodium hydrogencarbonate and brine, dried over anhydrous sodium sulfate, and concentrated under reduced p... The reactants are C(C)(=O)[O-].C(C)(=O)[O-].C(C)(=O)[O-].C(C)(=O)[O-].[Pb+4] (Lead tetraacetate), OC1=CC2=C(C(CO2)C2=CC(=C(C(=C2)OC)OC)OC)C=C1CCC (6-hydroxy-3-(3,4,5-trimethoxyphenyl)-5-propyl-2,3-dihydrobenzofuran). Solvent: CO (methanol). Conditions: time 1 hour. The product is COC12C(COC1=CC(C(=C2)CCC)=O)C2=CC(=C(C(=C2)OC)OC)OC (3a-Methoxy-3-(3,4,5-trimethoxyphenyl)-5-propyl-2,3,3a,6-tetrahydro-6-oxo-benzofuran). As a reaction SMILES: [C:1]([O-])(=[O:3])C.C([O-])(=O)C.C([O-])(=O)C.C([O-])(=O)C.[Pb+4].[OH:18][C:19]1[C:39]([CH2:40][CH2:41][CH3:42])=[CH:38][C:22]2[CH:23]([C:26]3[CH:31]=[C:30]([O:32][CH3:33])[C:29]([O:34][CH3:35])=[C:28]([O:36][CH3:37])[CH:27]=3)[CH2:24][O:25][C:21]=2[CH:20]=1>CO>[CH3:1][O:3][C:22]12[CH:38]=[C:39]([CH2:40][CH2:41][CH3:42])[C:19](=[O:18])[CH:20]=[C:21]1[O:25][CH2:24][CH:23]2[C:26]1[CH:31]=[C:30]([O:32][CH3:33])[C:29]([O:34][CH3:35])=[C:28]([O:36][CH3:37])[CH:27]=1 |f:0.1.2.3.4|. Reported procedure: Lead tetraacetate (200 mg) was added to a solution of 6-hydroxy-3-(3,4,5-trimethoxyphenyl)-5-propyl-2,3-dihydrobenzofuran (100 mg) in dry methanol (10 ml), and the mixture was stirred at room temperature for 1 hour. The solution was evaporated to a residue, which was put on a flash column of silica gel and eluted with hexane-ethyl acetate (4:1, v/v). The title compound was isolated as a mixture of epimers. Reactants: CS(=O)(=O)OCC=1C(=NSC1C1=CC=C(C=C1)CC)Cl ([3-chloro-5-(4-ethylphenyl)-1,2-thiazol-4-yl]methyl methanesulfonate), FC=1C=C(C=C(C1O)F)CCC(=O)OCC (ethyl 3-(3,5-difluoro-4-hydroxyphenyl)propanoate), C([O-])([O-])=O.[K+].[K+] (potassium carbonate). Solvent: CN(C=O)C (N,N-dimethylformamide). Run at temperature 25 celsius, time 8 hour. The product is ClC1=NSC(=C1COC1=C(C=C(C=C1F)CCC(=O)OCC)F)C1=CC=C(C=C1)CC (Ethyl 3-(4-[[3-chloro-5-(4-ethylphenyl)-1,2-thiazol-4-yl]methoxy]-3,5-difluorophenyl)propanoate). RXN SMILES: CS([O:5][CH2:6][C:7]1[C:8]([Cl:20])=[N:9][S:10][C:11]=1[C:12]1[CH:17]=[CH:16][C:15]([CH2:18][CH3:19])=[CH:14][CH:13]=1)(=O)=O.[F:21][C:22]1[CH:23]=[C:24]([CH2:30][CH2:31][C:32]([O:34][CH2:35][CH3:36])=[O:33])[CH:25]=[C:26]([F:29])[C:27]=1O.C(=O)([O-])[O-].[K+].[K+]>CN(C)C=O>[Cl:20][C:8]1[C:7]([CH2:6][O:5][C:27]2[C:26]([F:29])=[CH:25][C:24]([CH2:30][CH2:31][C:32]([O:34][CH2:35][CH3:36])=[O:33])=[CH:23][C:22]=2[F:21])=[C:11]([C:12]2[CH:17]=[CH:16][C:15]([CH2:18][CH3:19])=[CH:14][CH:13]=2)[S:10][N:9]=1 |f:2.3.4|. Procedure: Into a 50-mL round-bottom flask, was placed [3-chloro-5-(4-ethylphenyl)-1,2-thiazol-4-yl]methyl methanesulfonate (20 mg, 0.05 mmol, 1.00 equiv), ethyl 3-(3,5-difluoro-4-hydroxyphenyl)propanoate (16 mg, 0.07 mmol, 1.20 equiv), potassium carbonate (25 mg, 0.18 mmol, 3.00 equiv), N,N-dimethylformamide (2 mL). The resulting solution was stirred overnight at 25° C. The reaction was then quenched by the addition of 5 mL of water. The resulting solution was extracted with 3×5 mL of ethyl acetate and th... Reactants: BrC1=NC=C(N=C1)C#CCCN1N=NC=C1 (2-Bromo-5-(4-[1,2,3]triazol-1-yl-but-1-ynyl)-pyrazine), O (H2O). Solvent: CO (methanol), [Pt](=O)=O (platinum(IV) oxide). Yields the product BrC1=NC=C(N=C1)CCCCN1N=NC=C1 (2-bromo-5-(4-[1,2,3]triazol-1-yl-butyl)-pyrazine). Reaction SMILES: [Br:1][C:2]1[CH:7]=[N:6][C:5]([C:8]#[C:9][CH2:10][CH2:11][N:12]2[CH:16]=[CH:15][N:14]=[N:13]2)=[CH:4][N:3]=1.O>CO.[Pt](=O)=O>[Br:1][C:2]1[CH:7]=[N:6][C:5]([CH2:8][CH2:9][CH2:10][CH2:11][N:12]2[CH:16]=[CH:15][N:14]=[N:13]2)=[CH:4][N:3]=1. Procedure details: 2-Bromo-5-(4-[1,2,3]triazol-1-yl-but-1-ynyl)-pyrazine (2.50 g, 9.0 mmol) is dissolved in methanol (700 ml) and hydrogenated for 2 h at r.t. in the presence of platinum(IV) oxide ×H2O (0.840 g, 3.40 mmol). The reaction mixture is filtered and concentrated in vacuo to yield 2-bromo-5-(4-[1,2,3]triazol-1-yl-butyl)-pyrazine as a colorless solid. Yield 1.63 g (64%) The reactants are CCCOc1ccc(OB([O-])[O-])cc1, COC(=O)C1=Cc2cc(Br)ccc2S(=O)(=O)CC1, O=C([O-])[O-], CCO, [K+], [K+], O, Cc1ccccc1. Product: CCCOc1ccc(-c2ccc3c(c2)C=C(C(=O)OC)CCS3(=O)=O)cc1. RXN SMILES: [B:19]([O-:20])([O-:31])[O:32][c:21]1[cH:22][cH:23][c:24]([O:27][CH2:28][CH2:29][CH3:30])[cH:25][cH:26]1.[Br:1][c:2]1[cH:3][cH:4][c:5]2[c:6]([cH:18]1)[CH:7]=[C:8]([C:14](=[O:15])[O:16][CH3:17])[CH2:9][CH2:10][S:11]2(=[O:12])=[O:13].[C:33](=[O:34])([O-:35])[O-:36].[CH2:40]([OH:41])[CH3:42].[K+:37].[K+:38].[OH2:39].[c:43]1([CH3:44])[cH:45][cH:46][cH:47][cH:48][cH:49]1>>[c:2]1(-[c:21]2[cH:22][cH:23][c:24]([O:27][CH2:28][CH2:29][CH3:30])[cH:25][cH:26]2)[cH:3][cH:4][c:5]2[c:6]([cH:18]1)[CH:7]=[C:8]([C:14](=[O:15])[O:16][CH3:17])[CH2:9][CH2:10][S:11]2(=[O:12])=[O:13]. Starting materials: O (water), CC1=C(C=2C(C(CC2C2=C1OC(C2)C(=O)O)(CCC)Br)=O)C (4,5-dimethyl-6-oxo-7-bromo-7-propyl-1,2,7,8-tetrahydro-6H-indeno[5,4-b]furan-2-carboxylic acid), Cl (hydrochloric acid). The solvent is CS(=O)C (dimethylsulfoxide). The product is CC1=C(C=2C(C(=CC2C2=C1OC(C2)C(=O)O)CCC)=O)C (4,5-dimethyl-6-oxo-7-propyl-1,2-dihydro-6H-indeno[5,4-b]furan-2-carboxylic acid). As a reaction SMILES: [CH3:1][C:2]1[C:10]2[O:11][CH:12]([C:14]([OH:16])=[O:15])[CH2:13][C:9]=2[C:8]2[CH2:7][C:6](Br)([CH2:17][CH2:18][CH3:19])[C:5](=[O:21])[C:4]=2[C:3]=1[CH3:22].O.Cl>CS(C)=O>[CH3:1][C:2]1[C:10]2[O:11][CH:12]([C:14]([OH:16])=[O:15])[CH2:13][C:9]=2[C:8]2[CH:7]=[C:6]([CH2:17][CH2:18][CH3:19])[C:5](=[O:21])[C:4]=2[C:3]=1[CH3:22]. Procedure: A solution of 4,5-dimethyl-6-oxo-7-bromo-7-propyl-1,2,7,8-tetrahydro-6H-indeno[5,4-b]furan-2-carboxylic acid (0.70 g., 0.0019 mole) and 1,5-diazabicyclo-[4.3.0]-5-one (0.5 ml.) in dimethylsulfoxide (5 ml.) is stirred at 25°C. in an inert atomsphere for 1 1/2 hours, treated with water (15 ml.) acidified with hydrochloric acid, extracted with ether washed with water and dried over magnesium sulfate. The ether is evaporated at reduced pressure and the crude product crystallized from nitromethane (1... Reported procedure: A solution of 3-amino-4-phenoxy-5-sulfamylbenzoic acid (7.5 g), 4-bromo-1-butene (12 ml), and p-toluenesulfonic acid (500 mg) in 3-buten-1-ol (35 ml) was heated under reflux for 6 days. Most of the solvent was recovered by distillation. The concentrated solution was diluted with pet. ether and stirred for 1/2 hour. The ester of the product was collected (3.9 g) and hydrolyzed in 10% by weight methanolic KOH at room temperature. A second crop of 4.0 g was a mixture of the esters of starting mater... RXN SMILES: [NH2:1][C:2]1[CH:3]=[C:4]([CH:8]=[C:9]([S:18](=[O:21])(=[O:20])[NH2:19])[C:10]=1[O:11][C:12]1[CH:17]=[CH:16][CH:15]=[CH:14][CH:13]=1)[C:5]([OH:7])=[O:6].Br[CH2:23][CH2:24][CH:25]=[CH2:26].C1(C)C=CC(S(O)(=O)=O)=CC=1>C(O)CC=C>[CH2:26]([NH:1][C:2]1[CH:3]=[C:4]([CH:8]=[C:9]([S:18](=[O:21])(=[O:20])[NH2:19])[C:10]=1[O:11][C:12]1[CH:17]=[CH:16][CH:15]=[CH:14][CH:13]=1)[C:5]([OH:7])=[O:6])[CH2:25][CH:24]=[CH2:23]. Solvent: C(CC=C)O (3-buten-1-ol). Product: C(CC=C)NC=1C=C(C(=O)O)C=C(C1OC1=CC=CC=C1)S(N)(=O)=O (3-(but-3-enylamino)-4-phenoxy-5-sulfamylbenzoic acid). Conditions: time 0.5 hour. Yield: 35.0%. The reactants are NC=1C=C(C(=O)O)C=C(C1OC1=CC=CC=C1)S(N)(=O)=O (3-amino-4-phenoxy-5-sulfamylbenzoic acid), BrCCC=C (4-bromo-1-butene), C1(=CC=C(C=C1)S(=O)(=O)O)C (p-toluenesulfonic acid).